From a dataset of the Open Reaction Database (ORD), a public repository of structured organic reaction records. describe an organic reaction: reactants, conditions, products, and yield The reactants are C(C)(C)(C)OC(COC=1C=C(C(=O)OC)C=CC1Cl)=O (Methyl 3-(2-tert-butoxy-2-oxoethoxy)-4-chlorobenzoate), C(C)(C)(C)O (tert butanol). Run in O (water). Yields the product C(C)(C)(C)OC(COC=1C=C(C(=O)O)C=CC1Cl)=O (3-(2-tert-Butoxy-2-oxoethoxy)-4-chlorobenzoic acid). Yield: 89.9%. Reaction SMILES: [C:1]([O:5][C:6](=[O:20])[CH2:7][O:8][C:9]1[CH:10]=[C:11]([CH:16]=[CH:17][C:18]=1[Cl:19])[C:12]([O:14]C)=[O:13])([CH3:4])([CH3:3])[CH3:2].C(O)(C)(C)C>O>[C:1]([O:5][C:6](=[O:20])[CH2:7][O:8][C:9]1[CH:10]=[C:11]([CH:16]=[CH:17][C:18]=1[Cl:19])[C:12]([OH:14])=[O:13])([CH3:4])([CH3:2])[CH3:3]. Procedure: Methyl 3-(2-tert-butoxy-2-oxoethoxy)-4-chlorobenzoate (0.7 g) in 9:1 tert butanol:water was subjected to Antarctica B lipase for 6 d. Filtration and evaporation of the solvent yielded the subtitle compound as an off-white solid (0.6 g). The reactants are FC=1C=CC=2N(C1)C(=C(N2)N(S(=O)(=O)C2=CC=C(C(=O)OC)C=C2)CC2=CC=C(C=C2)OC(F)(F)F)C (Methyl 4-(N-(6-fluoro-3-methylimidazo[1,2-a]pyridin-2-yl)-N-(4-(trifluoromethoxy)benzyl)sulfamoyl)benzoate), [OH-].[Na+] (NaOH). Run in CO (MeOH). Product: FC=1C=CC=2N(C1)C(=C(N2)N(S(=O)(=O)C2=CC=C(C(=O)[O-])C=C2)CC2=CC=C(C=C2)OC(F)(F)F)C.[Na+] (Sodium 4-(N-(6-fluoro-3-methylimidazo[1,2-a]pyridin-2-yl)-N-(4-(trifluoromethoxy)benzyl)sulfamoyl)benzoate). RXN SMILES: [F:1][C:2]1[CH:3]=[CH:4][C:5]2[N:6]([C:8]([CH3:37])=[C:9]([N:11]([CH2:25][C:26]3[CH:31]=[CH:30][C:29]([O:32][C:33]([F:36])([F:35])[F:34])=[CH:28][CH:27]=3)[S:12]([C:15]3[CH:24]=[CH:23][C:18]([C:19]([O:21]C)=[O:20])=[CH:17][CH:16]=3)(=[O:14])=[O:13])[N:10]=2)[CH:7]=1.[OH-].[Na+:39]>CO>[F:1][C:2]1[CH:3]=[CH:4][C:5]2[N:6]([C:8]([CH3:37])=[C:9]([N:11]([CH2:25][C:26]3[CH:31]=[CH:30][C:29]([O:32][C:33]([F:34])([F:35])[F:36])=[CH:28][CH:27]=3)[S:12]([C:15]3[CH:16]=[CH:17][C:18]([C:19]([O-:21])=[O:20])=[CH:23][CH:24]=3)(=[O:14])=[O:13])[N:10]=2)[CH:7]=1.[Na+:39] |f:1.2,4.5|. Procedure details: A solution of Compound 118 (0.200 g, 0.372 mmol) in MeOH (10 mL) was treated with 1N NaOH (0.383 mL, 0.383 mmol) and heated at reflux for 1 day. The solvent was evaporated in vacuo to give the Compound 120, as a colorless solid (0.184 g, 91%). 1H-NMR (DMSO-d6): δ 8.46-8.51 (m, 1H), 7.98 (d, J=8.3 Hz, 2H), 7.63 (d, J=8.3 Hz, 2H), 7.56 (dd, J=9.9, 5.3 Hz, 1H), 7.21-7.41 (m, 5H), 4.75 (s, 2H), 2.25 (s, 3H); MS: m/z 524 (MH+ of carboxylic acid).